This data is from the Open Reaction Database (ORD), a public repository of structured organic reaction records. The task is: describe an organic reaction: reactants, conditions, products, and yield The reactants are NC1=C(C=CC(=C1)F)O (2-Amino-4-fluorophenol), [OH-].[K+] (potassium hydroxide), C(=S)=S (carbon disulfide). Run in CCO (EtOH). The product is FC=1C=CC2=C(NC(O2)=S)C1 (5-fluorobenzo[d]oxazole-2(3H)-thione). As a reaction SMILES: [NH2:1][C:2]1[CH:7]=[C:6]([F:8])[CH:5]=[CH:4][C:3]=1[OH:9].[OH-].[K+].[C:12](=S)=[S:13]>CCO>[F:8][C:6]1[CH:5]=[CH:4][C:3]2[O:9][C:12](=[S:13])[NH:1][C:2]=2[CH:7]=1 |f:1.2|. Procedure: 2-Amino-4-fluorophenol (1.21 g, 9.52 mmol) and potassium hydroxide (0.64 g, 11.4 mmol) were dissolved in carbon disulfide (15 mL) and EtOH (25 mL), and the reaction mixture was heated to reflux overnight. Upon cooling to rt, the reaction mixture was concentrated under reduced pressure. The resulting solid was suspended in 1 M aqueous HCl and collected by filtration. This was washed with 1 M aqueous HCl (2×) and water (2×) and was air-dried. This gave 1.115 g (69%) of the title compound as a yell... Reactants: O=C[C@@H](O)[C@H](O)[C@H](O)[C@@H](O)C (L-fucose), Tris-imidazole sodium acetate, C1=CC(=C[N+](=C1)[C@H]2[C@@H]([C@@H]([C@H](O2)COP(=O)(O)OP(=O)(O)OC[C@@H]3[C@H]([C@H]([C@@H](O3)N4C=NC5=C4N=CN=C5N)OP(=O)(O)O)O)O)O)C(=O)N (NADP+), enzyme solution. Conditions: time 5 minute. Product: C=1N=C(C2=C(N1)N(C=N2)[C@H]3[C@@H]([C@@H]([C@H](O3)COP(=O)(O)OP(=O)(O)OC[C@@H]4[C@H]([C@H]([C@@H](O4)N5C=CCC(=C5)C(=O)N)O)O)O)OP(=O)(O)O)N (NADPH). RXN SMILES: [CH:1]1[CH:6]=[N+:5]([C@@H:7]2[O:11][C@H:10]([CH2:12][O:13][P:14]([O:17][P:18]([O:21][CH2:22][C@H:23]3[O:27][C@@H:26]([N:28]4[C:32]5[N:33]=[CH:34][N:35]=[C:36]([NH2:37])[C:31]=5[N:30]=[CH:29]4)[C@H:25]([O:38][P:39]([OH:42])([OH:41])=[O:40])[C@@H:24]3[OH:43])([OH:20])=[O:19])([OH:16])=[O:15])[C@@H:9]([OH:44])[C@H:8]2[OH:45])[CH:4]=[C:3]([C:46]([NH2:48])=[O:47])[CH:2]=1.O=C[C@H]([C@@H]([C@@H]([C@H](C)O)O)O)O>>[CH:34]1[N:35]=[C:36]([NH2:37])[C:31]2[N:30]=[CH:29][N:28]([C@@H:26]3[O:27][C@H:23]([CH2:22][O:21][P:18]([O:17][P:14]([O:13][CH2:12][C@H:10]4[O:11][C@@H:7]([N:5]5[CH:4]=[C:3]([C:46]([NH2:48])=[O:47])[CH2:2][CH:1]=[CH:6]5)[C@H:8]([OH:45])[C@@H:9]4[OH:44])([OH:16])=[O:15])([OH:20])=[O:19])[C@@H:24]([OH:43])[C@H:25]3[O:38][P:39]([OH:42])([OH:41])=[O:40])[C:32]=2[N:33]=1. Procedure: To 2.5 ml of Tris-imidazole-sodium acetate buffer solution (solution containing 0.12 M each is adjusted to pH of 9.5 with 4 N NaOH) is added 0.2 ml of 15 mM NADP+ solution After keeping at 37° C. for 5 minutes, 0.1 ml of an enzyme solution is added and 0.2 ml of 150 mM L-fucose solution is further added to the system to initiate the reaction. Immediately thereafter, the reaction mixture is transferred to a cell for measurement of absorbance (1 cm light path) kept at 37° C. and absorbance is meas... The reactants are O=C(Cl)CCl, ClCCl, COc1cc(N2CCNCC2)ccc1Cl, Cl, Cl, [K+], [K+], O=C([O-])[O-], O. Yields the product COc1cc(N2CCN(C(=O)CCl)CC2)ccc1Cl. As a reaction SMILES: [Cl:25][CH2:26][C:27](=[O:28])[Cl:29].[Cl:30][CH2:31][Cl:32].[Cl:3][c:4]1[c:5]([O:16][CH3:17])[cH:6][c:7]([N:10]2[CH2:11][CH2:12][NH:13][CH2:14][CH2:15]2)[cH:8][cH:9]1.[ClH:1].[ClH:2].[K+:19].[K+:20].[O-:21][C:22]([O-:23])=[O:24].[OH2:18]>>[Cl:3][c:4]1[c:5]([O:16][CH3:17])[cH:6][c:7]([N:10]2[CH2:11][CH2:12][N:13]([C:27]([CH2:26][Cl:25])=[O:28])[CH2:14][CH2:15]2)[cH:8][cH:9]1. Starting materials: Br.BrCC1CC2=C(N(C3=NC=CC=C3C2=O)C2=CC=CC=C2)O1 (2-(bromomethyl)-3,9-dihydro-9-phenyl-furo(2,3-b)-1,8-naphthyridin-4(2H)-one hydrobromide), O (water). The solvent is [OH-].[Na+] (sodium hydroxide), CO (methanol). Yields the product OCC1CC=2C(N(C=3N=CC=CC3C2O1)C1=CC=CC=C1)=O (3,5-DIHYDRO-2-(HYDROXYMETHYL)-5-PHENYL-FURO(3,2-c)-1,8-NAPHTHYRIDIN-4(2H)-ONE). As a reaction SMILES: Br.Br[CH2:3][CH:4]1[O:23][C:7]2[N:8]([C:17]3[CH:22]=[CH:21][CH:20]=[CH:19][CH:18]=3)[C:9]3[C:14]([C:15](=[O:16])[C:6]=2[CH2:5]1)=[CH:13][CH:12]=[CH:11][N:10]=3.[OH2:24]>CO.[OH-].[Na+]>[OH:24][CH2:3][CH:4]1[O:16][C:15]2[C:14]3[CH:13]=[CH:12][CH:11]=[N:10][C:9]=3[N:8]([C:17]3[CH:22]=[CH:21][CH:20]=[CH:19][CH:18]=3)[C:7](=[O:23])[C:6]=2[CH2:5]1 |f:0.1,4.5|. Procedure details: A solution of 15.0 g. of 2-(bromomethyl)-3,9-dihydro-9-phenyl-furo(2,3-b)-1,8-naphthyridin-4(2H)-one hydrobromide in 200 ml of methanol, 160 ml of 1.0N sodium hydroxide solution and 150 ml. of water is stirred and refluxed on a steam bath for 21 hours. The reaction is concentrated to a volume of 200 ml in vacuo and the solid filtered and washed with water. Recrystallization of the crude solid from methanol yields the title compound, m.p. 267°-268°. Starting materials: solution, B1C2CCCC1CCC2 (9-BBN), FC1=CC=C(C=C1)C1(CCC2(OCCO2)CC1)C(C=C)NS(=O)C(C)(C)C (2-Methyl-propane-2-sulfinic acid {1-[8-(4-fluoro-phenyl)-1,4-dioxa-spiro[4.5]dec-8-yl]-allyl}-amide), [H-].[Na+] (sodium hydride), IC (iodomethane), [OH-].[Na+] (sodium hydroxide), OO (hydrogen peroxide), [OH-].[NH4+] (ammonium hydroxide), [H-].[Na+] (sodium hydride). Solvent: O1CCCC1 (tetrahydrofuran), C1CCOC1 (THF), CO (methanol), O1CCCC1 (tetrahydrofuran). Reaction conditions: time 16 hour. Product: FC1=CC=C(C=C1)C1(CCC2(OCCO2)CC1)C(CCOC)NS(=O)C(C)(C)C (2-Methyl-propane-2-sulfinic acid {1-[8-(4-fluoro-phenyl)-1,4-dioxa-spiro[4.5]dec-8-yl]-3-methoxy-propyl}-amide). Reaction SMILES: B1C2CCCC1CCC2.[F:10][C:11]1[CH:16]=[CH:15][C:14]([C:17]2([CH:27]([NH:30][S:31]([C:33]([CH3:36])([CH3:35])[CH3:34])=[O:32])[CH:28]=[CH2:29])[CH2:26][CH2:25][C:20]3([O:24][CH2:23][CH2:22][O:21]3)[CH2:19][CH2:18]2)=[CH:13][CH:12]=1.[OH-:37].[Na+].OO.[H-].[Na+].I[CH3:44].[OH-].[NH4+]>O1CCCC1.CO>[F:10][C:11]1[CH:16]=[CH:15][C:14]([C:17]2([CH:27]([NH:30][S:31]([C:33]([CH3:36])([CH3:35])[CH3:34])=[O:32])[CH2:28][CH2:29][O:37][CH3:44])[CH2:26][CH2:25][C:20]3([O:24][CH2:23][CH2:22][O:21]3)[CH2:19][CH2:18]2)=[CH:13][CH:12]=1 |f:2.3,5.6,8.9|. Reported procedure: 16.5 mL (8.23 mmol) of a 0.5M solution of 9-BBN in tetrahydrofuran were added to a solution of 1.09 g (2.74 mmol) of 2-methyl-propane-2-sulfinic acid {1-[8-(4-fluoro-phenyl)-1,4-dioxa-spiro[4.5]dec-8-yl]allyl}-amide (106) in 5 mL THF at 0° C. The reaction mixture was allowed to warm to room temperature over night, before being cooled to 0° C. Then, 20 mL of 3M aqueous sodium hydroxide and 7.5 mL of 30% aqueous hydrogen peroxide were added slowly, and the mixture was stirred for 16 h at room temp... The reactants are N([C@@H](CC1=CC=CC=C1)C(=O)N[C@@H](CCCNC(N[N+](=O)[O-])=N)C(=O)O)C(=O)OC(C)(C)C (BOC-Phe-Arg(NO2)), Cl.CC(=O)O (HCl AcOH), C(C)OCC (diethyl ether). Solvent: CO (MeOH). The product is N[C@@H](CC1=CC=CC=C1)C(=O)N[C@@H](CCCNC(N[N+](=O)[O-])=N)C(=O)O (H-Phe-Arg(NO2)). The yield is 148.0%. As a reaction SMILES: [NH:1](C(OC(C)(C)C)=O)[C@H:2]([C:10]([NH:12][C@H:13]([C:24]([OH:26])=[O:25])[CH2:14][CH2:15][CH2:16][NH:17][C:18](=[NH:23])[NH:19][N+:20]([O-:22])=[O:21])=[O:11])[CH2:3][C:4]1[CH:9]=[CH:8][CH:7]=[CH:6][CH:5]=1.Cl.CC(O)=O.C(OCC)C>CO>[NH2:1][C@H:2]([C:10]([NH:12][C@H:13]([C:24]([OH:26])=[O:25])[CH2:14][CH2:15][CH2:16][NH:17][C:18](=[NH:23])[NH:19][N+:20]([O-:22])=[O:21])=[O:11])[CH2:3][C:4]1[CH:5]=[CH:6][CH:7]=[CH:8][CH:9]=1 |f:1.2|. Reported procedure: 34.3 Grams (0.057 mole) of BOC-Phe-Arg(NO2)-CHA was dissolved in 171 ml (0.342 Mole) of 2N HCl/AcOH with a small amount of MeOH, and reacted at room temperature for 2 hours. After the reaction was completed, 2 liters of dried diethyl ether was added to the reaction mixture so as to precipitate crystals. The precipitated crystals were collected by filtration and dried to obtain 30.9 g (100%) of H-Phe-Arg(NO2)-CHA.HCl. The reactants are BrC=1C=NC=CC1 (3-bromopyridine), C(C#C)O (propargyl alcohol), C(C)(C)N(CC)C(C)C (diisopropylethylamine), C(C)(C)(C)P(C(C)(C)C)C(C)(C)C (tri-(t-butyl)phosphine), Pd(CH3CN)2Cl2. Reagents/catalysts: [Cu](I)I (copper iodide). The solvent is C1CCOC1 (THF). Reaction conditions: time 18 hour. The product is N1=CC(=CC=C1)C#CCO (3-(3-Pyridinyl)-2-propynol). Isolated yield 79.3%. RXN SMILES: Br[C:2]1[CH:3]=[N:4][CH:5]=[CH:6][CH:7]=1.[CH2:8]([OH:11])[C:9]#[CH:10].C(N(C(C)C)CC)(C)C.C(P(C(C)(C)C)C(C)(C)C)(C)(C)C>C1COCC1.[Cu](I)I>[N:4]1[CH:5]=[CH:6][CH:7]=[C:2]([C:10]#[C:9][CH2:8][OH:11])[CH:3]=1. Reported procedure: A solution of 3-bromopyridine (2.0 g, 12.6 mmol), propargyl alcohol (1.1 mL, 19 mmol), diisopropylethylamine (3.2 mL, 23 mmol), copper iodide (133 mg, 0.7 mmol) and tri-(t-butyl)phosphine (286 mg, 1.4 mmol) in degassed THF (10 mL) was treated with Pd(CH3CN)2Cl2 (181 mg, 0.7 mmol) at 25° C. under N2. After 18 h, the reaction mixture was filtered through celite, washed with ethyl acetate (2×100 mL), and concentrated in vacuo. Purification by flash chromatography (EtOAc) afforded the title compound... Reactants: CC=1NC=CN1 (2-Methyl imidazole), C(COCCO)O (diethylene glycol), P(O)(O)(O)=O (phosphoric acid), amine, [OH-].[Na+] (sodium hydroxide), d6. Run in C1(=CC=CC=C1)C (toluene), CS(=O)C (DMSO). Conditions: time 16 hour. Product: O(CCN1C(=NC=C1)C)CCN1C(=NC=C1)C (1,1'-(oxydiethylene)-bis(2-methyl imidazole)). Reaction SMILES: [CH3:1][C:2]1[NH:3][CH:4]=[CH:5][N:6]=1.[CH2:7](O)[CH2:8][O:9][CH2:10][CH2:11]O.P(=O)(O)(O)O.[OH-].[Na+]>CS(C)=O.C1(C)C=CC=CC=1>[O:9]([CH2:10][CH2:11][N:3]1[CH:4]=[CH:5][N:6]=[C:2]1[CH3:1])[CH2:8][CH2:7][N:3]1[CH:4]=[CH:5][N:6]=[C:2]1[CH3:1] |f:3.4|. Reported procedure: 2-Methyl imidazole (279 g; 3.4 moles), diethylene glycol (159 g; 1.5 mole), toluene (30 g), and 85% phosphoric acid (20 g; 0.17 mole) were charged in a flask equipped with a stirrer, a thermometer, and a distillation column, and the mixture was stirred at 240°~250° C. for 16 hours. Water produced during that time was distilled out by azeotropic distillation with toluene, and after fractionation the toluene was reflexed. The resulting product was incorporated with an aqueous solution of 48% sodiu... The reactants are CCO, CO, O=C(O)C1CC1(C(=O)O)c1ccc([N+](=O)[O-])cc1, [Na+], [OH-]. Product: Nc1ccc(C2(C(=O)O)CC2C(=O)O)cc1. RXN SMILES: [CH3:21][CH2:22][OH:23].[CH3:24][OH:25].[N+:1]([O-:2])(=[O:3])[c:4]1[cH:5][cH:6][c:7]([C:10]2([C:16](=[O:17])[OH:18])[CH:11]([C:13](=[O:14])[OH:15])[CH2:12]2)[cH:8][cH:9]1.[Na+:20].[OH-:19]>>[NH2:1][c:4]1[cH:5][cH:6][c:7]([C:10]2([C:16](=[O:17])[OH:18])[CH:11]([C:13](=[O:14])[OH:15])[CH2:12]2)[cH:8][cH:9]1.